From a dataset of the Open Reaction Database (ORD), a public repository of structured organic reaction records. describe an organic reaction: reactants, conditions, products, and yield Reactants: N1=C(C=CC2=CC=CC=C12)COC=1C=C(C=CC1)C=CC(=O)C1=CC=C(C=C1)O (4-(3-(3-(2-quinolinylmethyloxy)phenyl)-1-oxo-2-propen-1-yl)phenol), [H][H] (hydrogen). The reagents and catalysts are [Pd] (palladium on carbon). Run in C(C)(=O)OCC (ethyl acetate). Product: N1=C(C=CC2=CC=CC=C12)COC=1C=C(C=CC1)CCCC1=CC=C(C=C1)O (4-(3(3-(2-quinolinylmethyloxy)phenyl)propyl)phenol). As a reaction SMILES: [N:1]1[C:10]2[C:5](=[CH:6][CH:7]=[CH:8][CH:9]=2)[CH:4]=[CH:3][C:2]=1[CH2:11][O:12][C:13]1[CH:14]=[C:15]([CH:19]=[CH:20][C:21]([C:23]2[CH:28]=[CH:27][C:26]([OH:29])=[CH:25][CH:24]=2)=O)[CH:16]=[CH:17][CH:18]=1.[H][H]>C(OCC)(=O)C.[Pd]>[N:1]1[C:10]2[C:5](=[CH:6][CH:7]=[CH:8][CH:9]=2)[CH:4]=[CH:3][C:2]=1[CH2:11][O:12][C:13]1[CH:14]=[C:15]([CH2:19][CH2:20][CH2:21][C:23]2[CH:28]=[CH:27][C:26]([OH:29])=[CH:25][CH:24]=2)[CH:16]=[CH:17][CH:18]=1. Procedure details: A solution of 4-(3-(3-(2-quinolinylmethyloxy)phenyl)-1-oxo-2-propen-1-yl)phenol (0.008 mol) in ethyl acetate (150 ml) is shaken under 50 psi of hydrogen gas in the presence of 10% palladium on carbon catalyst (1.0 g). The reaction mixture is filtered through a celite pad and evaporated to give 4-(3(3-(2-quinolinylmethyloxy)phenyl)propyl)phenol. Reactants: O=C1CCCO1, CCCCCCCCCCCCCCCCN, Cc1ccccc1, [Cl-], [Cl-], [Zn+2]. The product is CCCCCCCCCCCCCCCCNC(=O)CCCO. Reaction SMILES: [C:18]1(=[O:23])[CH2:19][CH2:20][CH2:21][O:22]1.[CH2:1]([CH2:2][CH2:3][CH2:4][CH2:5][CH2:6][CH2:7][CH2:8][CH2:9][CH2:10][CH2:11][CH2:12][CH2:13][CH2:14][CH2:15][CH3:16])[NH2:17].[CH3:27][c:28]1[cH:29][cH:30][cH:31][cH:32][cH:33]1.[Cl-:24].[Cl-:26].[Zn+2:25]>>[CH2:1]([CH2:2][CH2:3][CH2:4][CH2:5][CH2:6][CH2:7][CH2:8][CH2:9][CH2:10][CH2:11][CH2:12][CH2:13][CH2:14][CH2:15][CH3:16])[NH:17][C:21]([CH2:20][CH2:19][CH2:18][OH:23])=[O:22]. The reactants are COCCOC, O=c1ccc(F)c[nH]1, N#Cc1ccc(N(CCO)CC(F)(F)F)cc1C(F)(F)F. Product: N#Cc1ccc(N(CCOc2ccc(F)cn2)CC(F)(F)F)cc1C(F)(F)F. Reaction SMILES: [CH3:30][O:31][CH2:32][CH2:33][O:34][CH3:35].[F:22][c:23]1[cH:24][cH:25][c:26](=[O:29])[nH:27][cH:28]1.[OH:1][CH2:2][CH2:3][N:4]([c:5]1[cH:6][c:7]([C:13]([F:14])([F:15])[F:16])[c:8]([C:9]#[N:10])[cH:11][cH:12]1)[CH2:17][C:18]([F:19])([F:20])[F:21]>>[O:1]([CH2:2][CH2:3][N:4]([c:5]1[cH:6][c:7]([C:13]([F:14])([F:15])[F:16])[c:8]([C:9]#[N:10])[cH:11][cH:12]1)[CH2:17][C:18]([F:19])([F:20])[F:21])[c:26]1[cH:25][cH:24][c:23]([F:22])[cH:28][n:27]1. The reactants are C(C)OC(CBr)OCC (bromoacetaldehyde diethyl acetal), NC1=NC=NC(=C1)C (4-amino-6-methylpyrimidine), C(C)O (ethanol), C(O)([O-])=O.[Na+] (sodium hydrogen carbonate). Solvent: Br (hydrobromic acid), O (water). Conditions: time 30 minute. Product: CC1=CC=2N(C=N1)C=CN2 (7-Methylimidazo[1,2-c]pyrimidine). Isolated yield 41.3%. RXN SMILES: C(OC(O[CH2:8][CH3:9])CBr)C.C(O)C.C(=O)([O-])O.[Na+].[NH2:18][C:19]1[CH:24]=[C:23]([CH3:25])[N:22]=[CH:21][N:20]=1>Br.O>[CH3:25][C:23]1[N:22]=[CH:21][N:20]2[CH:8]=[CH:9][N:18]=[C:19]2[CH:24]=1 |f:2.3|. Reported procedure: A stirred mixture of bromoacetaldehyde diethyl acetal (3.43 ml, 22.1 mmol) in concentrated hydrobromic acid (1.1 ml) and water (1.1 ml) was heated at reflux under nitrogen for 2 h, then poured into ethanol (57 ml). The solution was neutralised to pH 7 with solid sodium hydrogen carbonate, then filtered. To the filtrate was added 4-amino-6-methylpyrimidine (1.0063 g, 9.22 mmol) and the mixture was stirred at room temperature for 30 min then at 60° C. for 19 h. After allowing to cool, the solvent ... Reactants: ClC1=NC=CC=C1N (2-chloro-3-aminopyridine), CI (methyl iodide). Run in C(C)O (ethanol). Reaction conditions: time 8 hour. The product is [I-].C[N+]1=C(C(=CC=C1)N)Cl (1-methyl-2-chloro-3-aminopyridinium iodide). Isolated yield 57.6%. As a reaction SMILES: [Cl:1][C:2]1[C:7]([NH2:8])=[CH:6][CH:5]=[CH:4][N:3]=1.[CH3:9][I:10]>C(O)C>[I-:10].[CH3:9][N+:3]1[CH:4]=[CH:5][CH:6]=[C:7]([NH2:8])[C:2]=1[Cl:1] |f:3.4|. Procedure: A mixture of 2-chloro-3-aminopyridine (12.8 g) and methyl iodide (56.8 g) was allowed to stand overnight in dark place at room temperature. To the mixture was added ethanol (20 ml) and the precipitates were collected by filtration, washed with diisopropyl ether and dried to give 1-methyl-2-chloro-3-aminopyridinium iodide (15.5 g), mp. 165° to 167° C. (dec.).